This data is from the Open Reaction Database (ORD), a public repository of structured organic reaction records. The task is: describe an organic reaction: reactants, conditions, products, and yield Starting materials: COc1cc2c(cc1[N+](=O)[O-])CCN2C(=O)CN(C)C, CCO. Yields the product COc1cc2c(cc1N)CCN2C(=O)CN(C)C. Reaction SMILES: [CH3:1][N:2]([CH2:3][C:4](=[O:5])[N:6]1[CH2:7][CH2:8][c:9]2[cH:10][c:11]([N+:17]([O-:18])=[O:19])[c:12]([O:15][CH3:16])[cH:13][c:14]21)[CH3:20].[CH3:21][CH2:22][OH:23]>>[CH3:1][N:2]([CH2:3][C:4](=[O:5])[N:6]1[CH2:7][CH2:8][c:9]2[cH:10][c:11]([NH2:17])[c:12]([O:15][CH3:16])[cH:13][c:14]21)[CH3:20].